Dataset: the Open Reaction Database (ORD), a public repository of structured organic reaction records. Task: describe an organic reaction: reactants, conditions, products, and yield Starting materials: CS(=O)(=O)O, COC(=O)C(=O)c1ccc(O)cc1, CN(C)C=O, [H-], [Na+], OCCSc1ccc2ccccc2c1. The product is COC(=O)C(=O)c1ccc(OCCSc2ccc3ccccc3c2)cc1. As a reaction SMILES: [CH3:16][S:17]([OH:18])(=[O:19])=[O:20].[CH3:1][O:2][C:3]([C:4]([c:5]1[cH:6][cH:7][c:8]([OH:11])[cH:9][cH:10]1)=[O:12])=[O:13].[CH3:35][N:36]([CH3:37])[CH:38]=[O:39].[H-:14].[Na+:15].[cH:21]1[c:22]([S:31][CH2:32][CH2:33][OH:34])[cH:23][cH:24][c:25]2[cH:26][cH:27][cH:28][cH:29][c:30]12>>[CH3:1][O:2][C:3]([C:4]([c:5]1[cH:6][cH:7][c:8]([O:11][CH2:33][CH2:32][S:31][c:22]2[cH:21][c:30]3[c:25]([cH:24][cH:23]2)[cH:26][cH:27][cH:28][cH:29]3)[cH:9][cH:10]1)=[O:12])=[O:13]. Reactants: C(C)OC(=O)C1=C(N=C(S1)Br)C (2-Bromo-4-methyl-thiazole-5-carboxylic acid ethyl ester), BrN1C(CCC1=O)=O (N-bromosuccinimide), C(C1=CC=CC=C1)(=O)OOC(C1=CC=CC=C1)=O (benzoyl peroxide). Run in C1=CC=CC=C1 (benzene), C(C)(=O)OCC (ethyl acetate). Yields the product C(C)OC(=O)C1=C(N=C(S1)Br)CBr (2-Bromo-4-bromomethyl-thiazole-5-carboxylic acid ethyl ester). The yield is 98.8%. RXN SMILES: [CH2:1]([O:3][C:4]([C:6]1[S:10][C:9]([Br:11])=[N:8][C:7]=1[CH3:12])=[O:5])[CH3:2].[Br:13]N1C(=O)CCC1=O.C(OOC(=O)C1C=CC=CC=1)(=O)C1C=CC=CC=1>C1C=CC=CC=1.C(OCC)(=O)C>[CH2:1]([O:3][C:4]([C:6]1[S:10][C:9]([Br:11])=[N:8][C:7]=1[CH2:12][Br:13])=[O:5])[CH3:2]. Reported procedure: 2-Bromo-4-methyl-thiazole-5-carboxylic acid ethyl ester (17 g, 68.0 mmol, purchased from Ryan Scientific), N-bromosuccinimide (12.7 g, 71.4 mmol), and benzoyl peroxide (1.65 g, 6.8 mmol) were suspended in 222 mL of benzene and heated at reflux temperature for 16 h. The reaction mixture was cooled and diluted with ethyl acetate. The reaction mixture was washed successively with saturated bicarbonate solution, brine, saturated ammonium chloride solution, and brine. The organic solvent was dried, f... Reactants: BrC1=CC(=C(C=C1C)NC1=NC=C(C(=N1)NC1=NNC(=C1)C)Cl)C (N2-(4-bromo-2,5-dimethylphenyl)-5-chloro-N4-(5-methyl-1H-pyrazol-3-yl)pyrimidine-2,4-diamine), CC=1C=CC(=CC1)S(=O)(=O)O (p-TSA), O1CCCC=C1 (3,4-dihydro-2H-pyran), C(=O)(O)[O-].[Na+] (NaHCO3). The solvent is C1CCOC1 (THF). Reaction conditions: time 14 hour. Product: BrC1=CC(=C(C=C1C)NC1=NC=C(C(=N1)NC1=NN(C(=C1)C)C1OCCCC1)Cl)C (N2-(4-bromo-2,5-dimethylphenyl)-5-chloro-N4-(5-methyl-1-(tetrahydro-2H-pyran-2-yl)-1H-pyrazol-3-yl)pyrimidine-2,4-diamine). RXN SMILES: [Br:1][C:2]1[C:7]([CH3:8])=[CH:6][C:5]([NH:9][C:10]2[N:15]=[C:14]([NH:16][C:17]3[CH:21]=[C:20]([CH3:22])[NH:19][N:18]=3)[C:13]([Cl:23])=[CH:12][N:11]=2)=[C:4]([CH3:24])[CH:3]=1.CC1C=CC(S(O)(=O)=O)=CC=1.[O:36]1[CH:41]=[CH:40][CH2:39][CH2:38][CH2:37]1.C([O-])(O)=O.[Na+]>C1COCC1>[Br:1][C:2]1[C:7]([CH3:8])=[CH:6][C:5]([NH:9][C:10]2[N:15]=[C:14]([NH:16][C:17]3[CH:21]=[C:20]([CH3:22])[N:19]([CH:37]4[CH2:38][CH2:39][CH2:40][CH2:41][O:36]4)[N:18]=3)[C:13]([Cl:23])=[CH:12][N:11]=2)=[C:4]([CH3:24])[CH:3]=1 |f:3.4|. Procedure: To a solution of N2-(4-bromo-2,5-dimethylphenyl)-5-chloro-N4-(5-methyl-1H-pyrazol-3-yl)pyrimidine-2,4-diamine (280 mg, 0.69 mmol) in THF (3 mL) was added p-TSA (119 mg, 0.69 mmol) and 3,4-dihydro-2H-pyran (348 mg, 2.86 mmol). The mixture was stirred at room temperature for 14 h and then poured into saturated aqueous NaHCO3 solution (10 mL). The resulting mixture was extracted with EtOAc (3×10 mL) and the combined organic layers were concentrated. The resulting residue was purified by flash colum...